The task is: describe an organic reaction: reactants, conditions, products, and yield. This data is from the Open Reaction Database (ORD), a public repository of structured organic reaction records. As a reaction SMILES: [CH2:23]([CH3:24])[O:25][C:26](=[O:27])[N:28]=[C:29]=[O:30].[CH3:1][O:2][c:3]1[cH:4][c:5]2[c:6]([O:15][c:16]3[cH:17][cH:18][c:19]([NH2:22])[cH:20][cH:21]3)[cH:7][cH:8][n:9][c:10]2[cH:11][c:12]1[O:13][CH3:14].[CH3:31][c:32]1[cH:33][cH:34][cH:35][cH:36][cH:37]1>>[CH3:1][O:2][c:3]1[cH:4][c:5]2[c:6]([O:15][c:16]3[cH:17][cH:18][c:19]([NH:22][C:29]([NH:28][C:26]([O:25][CH2:23][CH3:24])=[O:27])=[O:30])[cH:20][cH:21]3)[cH:7][cH:8][n:9][c:10]2[cH:11][c:12]1[O:13][CH3:14]. Reactants: CCOC(=O)N=C=O, COc1cc2nccc(Oc3ccc(N)cc3)c2cc1OC, Cc1ccccc1. Product: CCOC(=O)NC(=O)Nc1ccc(Oc2ccnc3cc(OC)c(OC)cc23)cc1. The reactants are CC(C)(C)OC(=O)Nc1ccc(I)cc1[N+](=O)[O-], Ic1cccs1. The product is CC(C)(C)OC(=O)Nc1ccc(-c2cccs2)cc1[N+](=O)[O-]. RXN SMILES: [C:1]([CH3:2])([CH3:3])([CH3:4])[O:5][C:6]([NH:7][c:8]1[c:9]([N+:15](=[O:16])[O-:17])[cH:10][c:11]([I:14])[cH:12][cH:13]1)=[O:18].[I:19][c:20]1[s:21][cH:22][cH:23][cH:24]1>>[C:1]([CH3:2])([CH3:3])([CH3:4])[O:5][C:6]([NH:7][c:8]1[c:9]([N+:15](=[O:16])[O-:17])[cH:10][c:11](-[c:20]2[s:21][cH:22][cH:23][cH:24]2)[cH:12][cH:13]1)=[O:18].